Dataset: the Open Reaction Database (ORD), a public repository of structured organic reaction records. Task: describe an organic reaction: reactants, conditions, products, and yield The reactants are C(C)(C)(C)OC(=O)NC=1SC(=C(N1)C(=O)OCC)C1=CC=CC=C1 (ethyl 2-[(tert-butoxycarbonyl)amino]-5-phenyl-1,3-thiazole-4-carboxylate), CCO (EtOH), C1=CC=C(C=C1)P(C2=CC=CC=C2)C3=CC=CC=C3 (PPh3), CCOC(=O)/N=N/C(=O)OCC (DEAD). The solvent is C1CCOC1 (THF). Yields the product C(C)(C)(C)OC(=O)N(C=1SC(=C(N1)C(=O)OCC)C1=CC=CC=C1)CC (ethyl 2-[(tert-butoxycarbonyl) (ethyl)amino]-5-phenyl-1,3-thiazole-4-carboxylate). As a reaction SMILES: [C:1]([O:5][C:6]([NH:8][C:9]1[S:10][C:11]([C:19]2[CH:24]=[CH:23][CH:22]=[CH:21][CH:20]=2)=[C:12]([C:14]([O:16][CH2:17][CH3:18])=[O:15])[N:13]=1)=[O:7])([CH3:4])([CH3:3])[CH3:2].[CH3:25][CH2:26]O.C1C=CC(P(C2C=CC=CC=2)C2C=CC=CC=2)=CC=1.CCOC(/N=N/C(OCC)=O)=O>C1COCC1>[C:1]([O:5][C:6]([N:8]([CH2:25][CH3:26])[C:9]1[S:10][C:11]([C:19]2[CH:20]=[CH:21][CH:22]=[CH:23][CH:24]=2)=[C:12]([C:14]([O:16][CH2:17][CH3:18])=[O:15])[N:13]=1)=[O:7])([CH3:2])([CH3:3])[CH3:4]. Procedure: To a solution of ethyl 2-[(tert-butoxycarbonyl)amino]-5-phenyl-1,3-thiazole-4-carboxylate in THF were added EtOH, PPh3, and DEAD, followed by stirring at room temperature. The reaction mixture was concentrated under reduced pressure. The residue was purified by medium-pressure preparative liquid chromatography (silica gel, YAMAZEN YFLC WPrep2XY, hexane: EtOAc) to obtain ethyl 2-[(tert-butoxycarbonyl) (ethyl)amino]-5-phenyl-1,3-thiazole-4-carboxylate as a yellow oil. Reactants: CI (methyl iodide), ice water, ClC1=C(C=CC=C1)C1=NCC2=C(N3C1=NN(C3)C)S(CC2)=O (6-o-chlorophenyl-8-methyl-1,2-dihydro-4H-s-triazolo[3,4-c]-thieno[2,3-e][1,4]diazepin-1-one), [H-].[Na+] (sodium hydride). Solvent: CCOCC (ether), CN(C=O)C (dimethylformamide). Run at temperature 60 celsius, time 30 minute. Yields the product CC1CC2=C(N3C(C(=NC2)C2=C(C=CC=C2)Cl)=NN(C3)C)S1=O (2,8-Dimethyl-6-o-chlorophenyl-1,2-dihydro-4H-s-triazolo [3,4-c]-thieno[2,3-e][1,4]diazepin-1-one). As a reaction SMILES: [Cl:1][C:2]1[CH:7]=[CH:6][CH:5]=[CH:4][C:3]=1[C:8]1[C:14]2=[N:15][N:16]([CH3:18])[CH2:17][N:13]2[C:12]2[S:19](=[O:22])[CH2:20][CH2:21][C:11]=2[CH2:10][N:9]=1.[H-].[Na+].[CH3:25]I>CN(C)C=O.CCOCC>[CH3:25][CH:20]1[S:19](=[O:22])[C:12]2[N:13]3[CH2:17][N:16]([CH3:18])[N:15]=[C:14]3[C:8]([C:3]3[CH:4]=[CH:5][CH:6]=[CH:7][C:2]=3[Cl:1])=[N:9][CH2:10][C:11]=2[CH2:21]1 |f:1.2|. Procedure details: 1 g of 6-o-chlorophenyl-8-methyl-1,2-dihydro-4H-s-triazolo[3,4-c]-thieno[2,3-e][1,4]diazepin-1-one is dissolved in 25 ml of dimethylformamide, and 0.09 g of sodium hydride (50% in mineral oil) is added, and the resulting mixture is heated at 60° C on a water bath with stirring for 30 minutes. After cooling to room temperature, a solution of 0.6 g of methyl iodide in 5 ml of ether is added dropwise, and the whole mixture is stirred at room temperature for 7 hours. Then the reaction mixture is pou... Starting materials: mixture, [H-].[Na+] (sodium hydride), C1(CCCCC1)CCBr (2-cyclohexylethyl bromide), ClC1=C2C(=NC(=C1)NC(OCC)=O)N(C=N2)COCC2=CC=CC=C2 (ethyl N-[7-chloro-3-(benzyloxymethyl)-3H-imidazo[4,5-b]pyridin-5-yl]-carbamate), ClC1=C2C(=NC(=C1)NC(OCC)=O)N=CN2COCC2=CC=CC=C2 (ethyl N-[7-chloro-1-(benzyloxymethyl)-1H-imidazo[4,5-b]pyridin-5-yl]carbamate), ClCOCC1=CC=CC=C1 (benzyl chloromethyl ether), ClC1=C2C(=NC(=C1)NC(OCC)=O)NC=N2 (ethyl N-(7-chloro-3H-imidazo[4,5-b]pyridin-5-yl)-carbamate), [H-].[Na+] (sodium hydride). The solvent is CN(C=O)C (dimethylformamide), CN(C=O)C (dimethylformamide). Reaction conditions: time 10 minute. The product is ClC1=C2C(=NC(=C1)N(C(OCC)=O)CCC1CCCCC1)NC=N2 (ethyl N-(7-chloro-3H-imidazo[4,5-b]pyridin-5-yl)-N-(2-cyclohexylethyl)-carbamate). RXN SMILES: [Cl:1][C:2]1[CH:7]=[C:6]([NH:8][C:9](=[O:13])[O:10][CH2:11][CH3:12])[N:5]=[C:4]2[NH:14][CH:15]=[N:16][C:3]=12.[H-].[Na+].ClCOCC1C=CC=CC=1.ClC1C=C(NC(=O)OCC)N=C2N(COCC3C=CC=CC=3)C=NC=12.ClC1C=C(NC(=O)OCC)N=C2N=CN(COCC3C=CC=CC=3)C=12.[CH:79]1([CH2:85][CH2:86]Br)[CH2:84][CH2:83][CH2:82][CH2:81][CH2:80]1>CN(C)C=O>[Cl:1][C:2]1[CH:7]=[C:6]([N:8]([CH2:86][CH2:85][CH:79]2[CH2:84][CH2:83][CH2:82][CH2:81][CH2:80]2)[C:9](=[O:13])[O:10][CH2:11][CH3:12])[N:5]=[C:4]2[NH:14][CH:15]=[N:16][C:3]=12 |f:1.2|. Procedure details: To a solution of 124 mg of ethyl N-(7-chloro-3H-imidazo[4,5-b]pyridin-5-yl)-carbamate in 2 ml of dry dimethylformamide is added 50 mg of sodium hydride (60% dispersion in mineral oil). After stirring for 10 minutes, 0.11 ml of benzyl chloromethyl ether is added, and the reaction is stirred for 3 hours. The reaction is quenched with water and extracted 3 times with ethyl acetate. The organic extract is washed with water, and dried (sodium sulfate). Evaporation of the solvents in vacuo leaves a re...